This data is from the Open Reaction Database (ORD), a public repository of structured organic reaction records. The task is: describe an organic reaction: reactants, conditions, products, and yield Starting materials: NN1C(C2=CC=CC=C2C(=N1)N1CC(OC(C1)C)C)=O (2-amino-4-(2,6-dimethylmorpholin-4-yl)phthalazin-1(2H)-one), CC(CC(=O)O)(C)C1=CC=CC=C1 (3-methyl-3-phenylbutanoic acid). Product: CC1CN(CC(O1)C)C1=NN(C(C2=CC=CC=C12)=O)NC(CC(C)(C1=CC=CC=C1)C)=O (N-[4-(2,6-dimethylmorpholin-4-yl)-1-oxophthalazin-2(1H)-yl]-3-methyl-3-phenylbutanamide). Reaction SMILES: [NH2:1][N:2]1[N:11]=[C:10]([N:12]2[CH2:17][CH:16]([CH3:18])[O:15][CH:14]([CH3:19])[CH2:13]2)[C:9]2[C:4](=[CH:5][CH:6]=[CH:7][CH:8]=2)[C:3]1=[O:20].[CH3:21][C:22]([C:28]1[CH:33]=[CH:32][CH:31]=[CH:30][CH:29]=1)([CH3:27])[CH2:23][C:24](O)=[O:25]>>[CH3:18][CH:16]1[O:15][CH:14]([CH3:19])[CH2:13][N:12]([C:10]2[C:9]3[C:4](=[CH:5][CH:6]=[CH:7][CH:8]=3)[C:3](=[O:20])[N:2]([NH:1][C:24](=[O:25])[CH2:23][C:22]([CH3:21])([C:28]3[CH:33]=[CH:32][CH:31]=[CH:30][CH:29]=3)[CH3:27])[N:11]=2)[CH2:17]1. Procedure details: The product from Example 60A and 3-methyl-3-phenylbutanoic acid were processed using a method similar to that described in Example 10C to afford the title compound. 1H NMR (400 MHz, DMSO-d6) δ 11.13 (s, 1H), 8.30 (d, J=7.5, 1H), 8.03-7.92 (m, 2H), 7.92-7.84 (m, 1H), 7.44 (dd, J=8.4, 1.1, 2H), 7.32 (dd, J=10.5, 5.0, 2H), 7.19 (dd, J=10.4, 4.2, 1H), 3.91-3.83 (m, 2H), 3.30 (m, 2H, buried), 2.57 (s, 2H), 2.45-2.36 (m, 2H), 1.46 (s, 6H), 1.13 (d, J=6.3, 6H); MS (DCI+) M/Z 452 (M+HN4)+. Starting materials: Cc1ccc([N+](=O)[O-])c(NC2CCN(C(=O)OC(C)(C)C)CC2)c1, CCO. Yields the product Cc1ccc(N)c(NC2CCN(C(=O)OC(C)(C)C)CC2)c1. As a reaction SMILES: [CH3:1][c:2]1[cH:3][cH:4][c:5]([N+:22]([O-:23])=[O:24])[c:6]([NH:8][CH:9]2[CH2:10][CH2:11][N:12]([C:15](=[O:16])[O:17][C:18]([CH3:19])([CH3:20])[CH3:21])[CH2:13][CH2:14]2)[cH:7]1.[CH3:25][CH2:26][OH:27]>>[CH3:1][c:2]1[cH:3][cH:4][c:5]([NH2:22])[c:6]([NH:8][CH:9]2[CH2:10][CH2:11][N:12]([C:15](=[O:16])[O:17][C:18]([CH3:19])([CH3:20])[CH3:21])[CH2:13][CH2:14]2)[cH:7]1. Reactants: Cn1cc(Br)ccc1=O, CS(C)=O, CC(C)(C)OC(=O)NC(C(=O)N1CCC(F)C1)C1CCc2cc(B3OC(C)(C)C(C)(C)O3)ccc21, [Na+], [Na+], O=C([O-])[O-]. Yields the product Cn1cc(-c2ccc3c(c2)CCC3C(NC(=O)OC(C)(C)C)C(=O)N2CCC(F)C2)ccc1=O. RXN SMILES: [Br:36][c:37]1[cH:38][n:39]([CH3:44])[c:40](=[O:43])[cH:41][cH:42]1.[CH3:51][S:52]([CH3:53])=[O:54].[F:1][CH:2]1[CH2:3][N:4]([C:7]([CH:8]([CH:9]2[CH2:10][CH2:11][c:12]3[cH:13][c:14]([B:18]4[O:19][C:20]([CH3:21])([CH3:22])[C:23]([CH3:24])([CH3:25])[O:26]4)[cH:15][cH:16][c:17]32)[NH:27][C:28]([O:29][C:30]([CH3:31])([CH3:32])[CH3:33])=[O:34])=[O:35])[CH2:5][CH2:6]1.[Na+:45].[Na+:46].[O-:47][C:48](=[O:49])[O-:50]>>[F:1][CH:2]1[CH2:3][N:4]([C:7]([CH:8]([CH:9]2[CH2:10][CH2:11][c:12]3[cH:13][c:14](-[c:37]4[cH:38][n:39]([CH3:44])[c:40](=[O:43])[cH:41][cH:42]4)[cH:15][cH:16][c:17]32)[NH:27][C:28]([O:29][C:30]([CH3:31])([CH3:32])[CH3:33])=[O:34])=[O:35])[CH2:5][CH2:6]1. The reactants are C(C)(C)(C)[Si](OC(CCCC1=CC=CC=C1)C=1C(=NOC1C1=CC=C(C=C1)C1=CC=C(C=C1)C1(CC1)CC(=O)O)C)(C)C ([1-(4′-{4-[1-(tert-butyl-dimethyl-silanyloxy)-4-phenyl-butyl]-3-methyl-isoxazol-5-yl}-biphenyl-4-yl)-cyclopropyl]-acetic acid), CS(=O)(=O)N (methanesulfonamide). The product is C(C)(C)(C)[Si](OC(CCCC1=CC=CC=C1)C=1C(=NOC1C1=CC=C(C=C1)C1=CC=C(C=C1)C1(CC1)CC(=O)NS(=O)(=O)C)C)(C)C (N-{2-[1-(4′-{4-[1-(tert-Butyl-dimethyl-silanyloxy)-4-phenyl-butyl]-3-methyl-isoxazol-5-yl}-biphenyl-4-yl)-cyclopropyl]-acetyl}-methanesulfonamide). Reaction SMILES: [C:1]([Si:5]([CH3:43])([CH3:42])[O:6][CH:7]([C:17]1[C:18]([CH3:41])=[N:19][O:20][C:21]=1[C:22]1[CH:27]=[CH:26][C:25]([C:28]2[CH:33]=[CH:32][C:31]([C:34]3([CH2:37][C:38](O)=[O:39])[CH2:36][CH2:35]3)=[CH:30][CH:29]=2)=[CH:24][CH:23]=1)[CH2:8][CH2:9][CH2:10][C:11]1[CH:16]=[CH:15][CH:14]=[CH:13][CH:12]=1)([CH3:4])([CH3:3])[CH3:2].[CH3:44][S:45]([NH2:48])(=[O:47])=[O:46]>>[C:1]([Si:5]([CH3:42])([CH3:43])[O:6][CH:7]([C:17]1[C:18]([CH3:41])=[N:19][O:20][C:21]=1[C:22]1[CH:27]=[CH:26][C:25]([C:28]2[CH:29]=[CH:30][C:31]([C:34]3([CH2:37][C:38]([NH:48][S:45]([CH3:44])(=[O:47])=[O:46])=[O:39])[CH2:35][CH2:36]3)=[CH:32][CH:33]=2)=[CH:24][CH:23]=1)[CH2:8][CH2:9][CH2:10][C:11]1[CH:16]=[CH:15][CH:14]=[CH:13][CH:12]=1)([CH3:2])([CH3:4])[CH3:3]. Reported procedure: Prepared according to the procedure described in Example 315 using [1-(4′-{4-[1-(tert-butyl-dimethyl-silanyloxy)-4-phenyl-butyl]-3-methyl-isoxazol-5-yl}-biphenyl-4-yl)-cyclopropyl]-acetic acid and methanesulfonamide.